This data is from the Open Reaction Database (ORD), a public repository of structured organic reaction records. The task is: describe an organic reaction: reactants, conditions, products, and yield The reactants are CC(C)(C)c1cc(C(c2ccc(F)cc2)N2CCCCC2)c(O)c(C(C)(C)C)c1, Cc1ccccc1, O=CO. Product: CC(C)(C)c1cc2c(c(C(C)(C)C)c1)OC(=O)C2c1ccc(F)cc1. As a reaction SMILES: [C:1]([CH3:2])([CH3:3])([CH3:4])[c:5]1[c:6]([OH:29])[c:7]([CH:15]([N:16]2[CH2:17][CH2:18][CH2:19][CH2:20][CH2:21]2)[c:22]2[cH:23][cH:24][c:25]([F:28])[cH:26][cH:27]2)[cH:8][c:9]([C:11]([CH3:12])([CH3:13])[CH3:14])[cH:10]1.[CH3:33][c:34]1[cH:35][cH:36][cH:37][cH:38][cH:39]1.[CH:30](=[O:31])[OH:32]>>[C:1]([CH3:2])([CH3:3])([CH3:4])[c:5]1[c:6]2[c:7]([cH:8][c:9]([C:11]([CH3:12])([CH3:13])[CH3:14])[cH:10]1)[CH:15]([c:22]1[cH:23][cH:24][c:25]([F:28])[cH:26][cH:27]1)[C:30](=[O:31])[O:29]2. Starting materials: O=C1CCC(=O)N1Br, CCOC(=O)Cc1ccc(C#N)cc1, COCCOCCOC, [H-], [Na+]. Yields the product CCOC(=O)C(Br)c1ccc(C#N)cc1. Reaction SMILES: [Br:17][N:18]1[C:19](=[O:20])[CH2:21][CH2:22][C:23]1=[O:24].[C:1](#[N:2])[c:3]1[cH:4][cH:5][c:6]([CH2:9][C:10](=[O:11])[O:12][CH2:13][CH3:14])[cH:7][cH:8]1.[CH3:25][O:26][CH2:27][CH2:28][O:29][CH2:30][CH2:31][O:32][CH3:33].[H-:15].[Na+:16]>>[C:1](#[N:2])[c:3]1[cH:4][cH:5][c:6]([CH:9]([C:10](=[O:11])[O:12][CH2:13][CH3:14])[Br:17])[cH:7][cH:8]1. Starting materials: C(=O)([O-])[O-].[K+].[K+] (K2CO3), CN[C@H]1[C@@H](CCCC1)NC (trans-N,N′-dimethyl-cyclohexane-1,2-diamine), BrC1=C(C=O)C=C(C=C1)Br (2,5-Dibromobenzaldehyde), CN1C(CCC1)=O (N-methylpyrrolidone). Reagents/catalysts: [Cu]I (CuI), [Cu]I (CuI), CN[C@H]1[C@@H](CCCC1)NC (trans-N,N′-dimethyl-cyclohexane-1,2-diamine). Conditions: temperature 160 celsius. Product: BrC=1C=C2C=NN(C2=CC1)C1=CC(=CC=C1)OC (5-Bromo-1-(3-methoxy-phenyl)-1H-indazole). Reaction SMILES: Br[C:2]1[CH:9]=[CH:8][C:7]([Br:10])=[CH:6][C:3]=1[CH:4]=O.[C:11]([O-:14])([O-])=O.[K+].[K+].C[NH:18][C@@H:19]1[CH2:24][CH2:23][CH2:22][CH2:21][C@H:20]1NC.C[N:28]1CCCC1=O>[Cu]I.CN[C@@H]1CCCC[C@H]1NC>[Br:10][C:7]1[CH:6]=[C:3]2[C:2](=[CH:9][CH:8]=1)[N:18]([C:19]1[CH:24]=[CH:23][CH:22]=[C:21]([O:14][CH3:11])[CH:20]=1)[N:28]=[CH:4]2 |f:1.2.3|. Procedure details: 3-Methoxyphenylhydrazine hydrochloride (1 g) was suspended in 1M aqueous NaOH solution and extracted with ether. The organic phase was dried (MgSO4), filtered and concentrated to dryness to give 3-methoxyphenylhydrazine. 2,5-Dibromobenzaldehyde (1 g) and N-methylpyrrolidone (3.7 ml) were added and the mixture was heated under microwave conditions to 160° C. for 10 min. K2CO3 (1.015 g), CuI (36 mg) and trans-N,N′-dimethyl-cyclohexane-1,2-diamine (53 mg) were added and the mixture was heated under...